From a dataset of the Open Reaction Database (ORD), a public repository of structured organic reaction records. describe an organic reaction: reactants, conditions, products, and yield Starting materials: CO, Cc1cc(C)cc(C(=CC2CCCC2)c2cc3cccnc3[nH]2)c1. Product: Cc1cc(C)cc(C(CC2CCCC2)c2cc3cccnc3[nH]2)c1. Reaction SMILES: [CH3:25][OH:26].[CH:1]1([CH:6]=[C:7]([c:8]2[cH:9][c:10]([CH3:15])[cH:11][c:12]([CH3:14])[cH:13]2)[c:16]2[cH:17][c:18]3[c:19]([n:20][cH:21][cH:22][cH:23]3)[nH:24]2)[CH2:2][CH2:3][CH2:4][CH2:5]1>>[CH:1]1([CH2:6][CH:7]([c:8]2[cH:9][c:10]([CH3:15])[cH:11][c:12]([CH3:14])[cH:13]2)[c:16]2[cH:17][c:18]3[c:19]([n:20][cH:21][cH:22][cH:23]3)[nH:24]2)[CH2:2][CH2:3][CH2:4][CH2:5]1. The reactants are COCCOCOC=1C=C(C=CC1)C#C[Si](C)(C)C ([3-(2-Methoxy-ethoxymethoxy)-phenylethynyl]-trimethyl silane), [F-].C(CCC)[N+](CCCC)(CCCC)CCCC (tetrabutylammonium fluoride), C(C)(=O)O (acetic acid). The solvent is C1CCOC1 (THF). Run at temperature 20 celsius, time 15 minute. The product is C(#C)C1=CC(=CC=C1)OCOCCOC (1-ethynyl-3-(2-methoxy-ethoxymethoxy)-benzene). Yield: 70.0%. RXN SMILES: [CH3:1][O:2][CH2:3][CH2:4][O:5][CH2:6][O:7][C:8]1[CH:9]=[C:10]([C:14]#[C:15][Si](C)(C)C)[CH:11]=[CH:12][CH:13]=1.[F-].C([N+](CCCC)(CCCC)CCCC)CCC.C(O)(=O)C>C1COCC1>[C:14]([C:10]1[CH:11]=[CH:12][CH:13]=[C:8]([O:7][CH2:6][O:5][CH2:4][CH2:3][O:2][CH3:1])[CH:9]=1)#[CH:15] |f:1.2|. Reported procedure: [3-(2-Methoxy-ethoxymethoxy)-phenylethynyl]-trimethyl silane (0.57 g, 2 mmol, example 97) and 1.0 M tetrabutylammonium fluoride (2.1 mL, 2 mmol) are added to THF (10 mL) and acetic acid (0.13 g, 2 mmol) is added and this mixture is stirred at 20° C., under nitrogen. After 15 minutes, the solvent is removed in vacuo and the residue is azeotroped with benzene and purified by flash chromatography (silica, 20% ethyl acetate, 30% dichloromethane in hexanes) to give 1-ethynyl-3-(2-methoxy-ethoxymethox... Starting materials: CC1=NC(=CC(=C1)OS(=O)(=O)C(F)(F)F)C (trifluoro-methanesulfonic acid 2,6-dimethyl-pyridin-4-yl ester), [N+](=O)([O-])C1=CC=C(C=C1)N1CCNCC1 (4-nitrophenyl piperazine). The solvent is C(Cl)(Cl)Cl (chloroform), COCCOCCOC (diglyme). Reaction conditions: temperature 165 celsius. The product is CC1=NC(=CC(=C1)N1CCN(CC1)C1=CC=C(C=C1)[N+](=O)[O-])C (4-(2,6-dimethyl-pyridin-4-yl)-1-(4-nitrophenyl)-piperazine). The yield is 126.4%. As a reaction SMILES: [CH3:1][C:2]1[CH:7]=[C:6](OS(C(F)(F)F)(=O)=O)[CH:5]=[C:4]([CH3:16])[N:3]=1.[N+:17]([C:20]1[CH:25]=[CH:24][C:23]([N:26]2[CH2:31][CH2:30][NH:29][CH2:28][CH2:27]2)=[CH:22][CH:21]=1)([O-:19])=[O:18]>COCCOCCOC.C(Cl)(Cl)Cl>[CH3:1][C:2]1[CH:7]=[C:6]([N:29]2[CH2:30][CH2:31][N:26]([C:23]3[CH:22]=[CH:21][C:20]([N+:17]([O-:19])=[O:18])=[CH:25][CH:24]=3)[CH2:27][CH2:28]2)[CH:5]=[C:4]([CH3:16])[N:3]=1. Procedure: To a solution of trifluoro-methanesulfonic acid 2,6-dimethyl-pyridin-4-yl ester (0.50 g, 1.96 mmol) in diglyme (50 mL) was added 4-nitrophenyl piperazine (0.37 g, 0.76 mmol) and heated in the microwave at 165° C. for 40 minutes. The mixture was diluted with chloroform (100 mL) and washed with water (5×50 mL). The organic layer was separated, washed with brine solution (5×40 mL), dried over sodium sulfate and filtered. The solvent was evaporated, and the crude material was purified by column chro... Starting materials: C(C)OC(=O)C1=C(C2=C(N=NC=C2)O1)O (5-hydroxyfuro[2,3-c]pyridazine-6-carboxylic acid ethyl ester), C(C)OC(C1=C(N=C(C=C1OCC)C)Cl)=O (2-chloro-4-ethoxy-6-methylnicotinic acid ethyl ester). The product is C(C)OC(=O)C1=C(C=2C(=NC(=CC2OCC)C)O1)O (3-hydroxy-4-ethoxy-6-methylfuro[2,3-b]pyridine-2-carboxylic acid ethyl ester). Reaction SMILES: [CH2:1]([O:3][C:4]([C:6]1[O:14]C2N=NC=CC=2C=1O)=[O:5])[CH3:2].C(O[C:19](=[O:31])[C:20]1[C:25]([O:26][CH2:27][CH3:28])=[CH:24][C:23]([CH3:29])=[N:22][C:21]=1Cl)C>>[CH2:1]([O:3][C:4]([C:6]1[O:14][C:21]2=[N:22][C:23]([CH3:29])=[CH:24][C:25]([O:26][CH2:27][CH3:28])=[C:20]2[C:19]=1[OH:31])=[O:5])[CH3:2]. Procedure: This compound was prepared using a method analogous to that of 5-hydroxyfuro[2,3-c]pyridazine-6-carboxylic acid ethyl ester (A.2.3.1), 2-chloro-4-ethoxy-6-methylnicotinic acid ethyl ester replacing 3-chloropyridazine-4-carboxylic acid ethyl ester;